From a dataset of the Open Reaction Database (ORD), a public repository of structured organic reaction records. describe an organic reaction: reactants, conditions, products, and yield The reactants are S(=O)(Cl)Cl (thionyl chloride), C(C1=CC=CC=C1)OC=1C=C2C(=C(N(C(C2=CC1)=O)CC(C)C)CO)C=1SC=CC1 (6-(benzyloxy)-3-(hydroxymethyl)-2-isobutyl-4-(2-thienyl)-1(2H)-isoquinolinone), C(O)([O-])=O.[Na+] (sodium hydrogen carbonate). Solvent: C1(=CC=CC=C1)C (toluene). Product: C(C1=CC=CC=C1)OC=1C=C2C(=C(N(C(C2=CC1)=O)CC(C)C)CCl)C=1SC=CC1 (6-(benzyloxy)-3-(chloromethyl)-2-isobutyl-4-(2-thienyl)-1(2H)-isoquinolinone). Yield: 98.9%. Reaction SMILES: [CH2:1]([O:8][C:9]1[CH:10]=[C:11]2[C:16](=[CH:17][CH:18]=1)[C:15](=[O:19])[N:14]([CH2:20][CH:21]([CH3:23])[CH3:22])[C:13]([CH2:24]O)=[C:12]2[C:26]1[S:27][CH:28]=[CH:29][CH:30]=1)[C:2]1[CH:7]=[CH:6][CH:5]=[CH:4][CH:3]=1.S(Cl)([Cl:33])=O.C(=O)([O-])O.[Na+]>C1(C)C=CC=CC=1>[CH2:1]([O:8][C:9]1[CH:10]=[C:11]2[C:16](=[CH:17][CH:18]=1)[C:15](=[O:19])[N:14]([CH2:20][CH:21]([CH3:23])[CH3:22])[C:13]([CH2:24][Cl:33])=[C:12]2[C:26]1[S:27][CH:28]=[CH:29][CH:30]=1)[C:2]1[CH:7]=[CH:6][CH:5]=[CH:4][CH:3]=1 |f:2.3|. Procedure details: To a suspension of 6-(benzyloxy)-3-(hydroxymethyl)-2-isobutyl-4-(2-thienyl)-1(2H)-isoquinolinone (1.26 g, 3 mmol) in toluene (20 ml) was added thionyl chloride (0.44 ml, 6 mmol). The resulting mixture was refluxed for 2 h. The reaction mixture was added to a saturated sodium hydrogen carbonate solution and extracted with ethyl acetate. The extract was washed with brine, dried over anhydrous magnesium sulfate and concentrated under reduced pressure to give 6-(benzyloxy)-3-(chloromethyl)-2-isobuty... Reactants: OC(CNCC1CCN(CCC(F)(F)F)CC1)COc1ccc(OCc2ccccc2)cc1, CO, O=C[O-], [NH4+]. Yields the product Oc1ccc(OCC(O)CNCC2CCN(CCC(F)(F)F)CC2)cc1. Reaction SMILES: [CH2:1]([c:2]1[cH:3][cH:4][cH:5][cH:6][cH:7]1)[O:8][c:9]1[cH:10][cH:11][c:12]([O:13][CH2:14][CH:15]([CH2:16][NH:17][CH2:18][CH:19]2[CH2:20][CH2:21][N:22]([CH2:25][CH2:26][C:27]([F:28])([F:29])[F:30])[CH2:23][CH2:24]2)[OH:31])[cH:32][cH:33]1.[CH3:38][OH:39].[CH:34]([O-:35])=[O:36].[NH4+:37]>>[OH:8][c:9]1[cH:10][cH:11][c:12]([O:13][CH2:14][CH:15]([CH2:16][NH:17][CH2:18][CH:19]2[CH2:20][CH2:21][N:22]([CH2:25][CH2:26][C:27]([F:28])([F:29])[F:30])[CH2:23][CH2:24]2)[OH:31])[cH:32][cH:33]1.